From a dataset of the Open Reaction Database (ORD), a public repository of structured organic reaction records. describe an organic reaction: reactants, conditions, products, and yield Reactants: Cl.OC(CNC(CC1=CC=C(C=C1)OC)(C)C)COC1=CC=C(C=C1)Cl (N-[2-Hydroxy-3-(4-chlorophenoxy)propyl]-1,1-dimethyl-2-(4-methoxyphenyl)ethylamine Hydrochloride), ( 18 ), ( 21 ), ( 9 ), ( 100 ), Cl.OC(CNC(CC1=CC=C(C=C1)OC)(C)C)COC1=CC=C(C=C1)C(C)(C)C (N-[2-Hydroxy-3-(4-t-butylphenoxy)propyl]-1,1-dimethyl-2-(4-methoxyphenyl)ethylamine Hydrochloride), ( 10 ). Yields the product Cl.OC(CNC(CC1=CC=C(C=C1)OC)(C)C)COC1=CC(=CC=C1)C(C)C (N-[2-hydroxy-3-(3-iso-propylphenoxy)propyl]-1,1-dimethyl-2-(4-methoxyphenyl)ethylamine Hydrochloride). As a reaction SMILES: Cl.O[CH:3]([CH2:18]OC1C=CC(C(C)(C)C)=CC=1)[CH2:4]NC(C)(C)CC1C=CC(OC)=CC=1.Cl.[OH:31][CH:32]([CH2:47][O:48][C:49]1[CH:54]=[CH:53][C:52]([Cl:55])=[CH:51][CH:50]=1)[CH2:33][NH:34][C:35]([CH3:46])([CH3:45])[CH2:36][C:37]1[CH:42]=[CH:41][C:40]([O:43][CH3:44])=[CH:39][CH:38]=1>>[ClH:55].[OH:31][CH:32]([CH2:47][O:48][C:49]1[CH:54]=[CH:53][CH:52]=[C:51]([CH:3]([CH3:18])[CH3:4])[CH:50]=1)[CH2:33][NH:34][C:35]([CH3:46])([CH3:45])[CH2:36][C:37]1[CH:42]=[CH:41][C:40]([O:43][CH3:44])=[CH:39][CH:38]=1 |f:0.1,2.3,4.5|. Reported procedure: GC/EI-MS, m/z (rel. int.) 356 (M−15,0.1), 251 (18), 250 (100), 163 (6), 121 (21), 117 (5), 114 (10), 91 (9). The reactants are CC(Cc1ccc2c(c1)OC(CN)O2)N(C)C(=O)OC(C)(C)C, CN(C)c1ccncc1, CCN(C(C)C)C(C)C, O=C(Cl)OCc1ccccc1, ClCCl. The product is CC(Cc1ccc2c(c1)OC(CNC(=O)OCc1ccccc1)O2)N(C)C(=O)OC(C)(C)C. Reaction SMILES: [C:1]([CH3:2])([CH3:3])([CH3:4])[O:5][C:6]([N:7]([CH3:8])[CH:9]([CH2:10][c:11]1[cH:12][c:13]2[c:14]([cH:20][cH:21]1)[O:15][CH:16]([CH2:18][NH2:19])[O:17]2)[CH3:22])=[O:23].[CH3:47][N:48]([CH3:49])[c:50]1[cH:51][cH:52][n:53][cH:54][cH:55]1.[CH:24]([N:25]([CH2:26][CH3:27])[CH:28]([CH3:29])[CH3:30])([CH3:31])[CH3:32].[Cl:33][C:34](=[O:35])[O:36][CH2:37][c:38]1[cH:39][cH:40][cH:41][cH:42][cH:43]1.[Cl:44][CH2:45][Cl:46]>>[C:1]([CH3:2])([CH3:3])([CH3:4])[O:5][C:6]([N:7]([CH3:8])[CH:9]([CH2:10][c:11]1[cH:12][c:13]2[c:14]([cH:20][cH:21]1)[O:15][CH:16]([CH2:18][NH:19][C:34](=[O:35])[O:36][CH2:37][c:38]1[cH:39][cH:40][cH:41][cH:42][cH:43]1)[O:17]2)[CH3:22])=[O:23].